Dataset: the Open Reaction Database (ORD), a public repository of structured organic reaction records. Task: describe an organic reaction: reactants, conditions, products, and yield Starting materials: C(C)(C)(C)OC(=O)N1[C@@H](CCC1)COC1=NC=C(C=C1)CC1=CC=CC=C1 ((S)-2-(5-Benzyl-pyridin-2-yloxymethyl)-pyrrolidine-1-carboxylic acid tert-butyl ester), Cl (HCl). Run in C(C)OCC (diethyl ether). Reaction conditions: time 2 hour. Product: Cl.C(C1=CC=CC=C1)C=1C=CC(=NC1)OC[C@H]1NCCC1 (5-Benzyl-2-((S)-1-pyrrolidin-2-ylmethoxy)-pyridine hydrochloride salt). The yield is 97.0%. Reaction SMILES: C(OC([N:8]1[CH2:12][CH2:11][CH2:10][C@H:9]1[CH2:13][O:14][C:15]1[CH:20]=[CH:19][C:18]([CH2:21][C:22]2[CH:27]=[CH:26][CH:25]=[CH:24][CH:23]=2)=[CH:17][N:16]=1)=O)(C)(C)C.[ClH:28]>C(OCC)C>[ClH:28].[CH2:21]([C:18]1[CH:19]=[CH:20][C:15]([O:14][CH2:13][C@@H:9]2[CH2:10][CH2:11][CH2:12][NH:8]2)=[N:16][CH:17]=1)[C:22]1[CH:23]=[CH:24][CH:25]=[CH:26][CH:27]=1 |f:3.4|. Procedure: To the product from step 3 (25 mg, 0.068 mmol) was added 2N HCl (3 mL) in diethyl ether. The resulting mixture was stirred at rt for 2 h. The solvent was removed to give the title compound (20 mg, 97%). MS; m/z 269 (M+H)>90%1H NMR (DMSO-d6, 400 MHz) δ 1.59-2.12 (4H, m), 3.19 (2H, m), 3.88 (2H, s), 4.34 (1H, d, J=8.0 Hz), 4.48 (1H, dd, J1=4.0 Hz, J2=11.6 Hz), 6.80 (1H, d, J=8.4 Hz), 7.17-7.30 (5H, m), 7.58 (1H, dd, J1=2.4 Hz, J2=8.4 Hz), 8.09 (1H, d, J=2.4 Hz), 8.93 (1NH, s), 9.49 (1NH, s). Starting materials: COB(OC)OC (trimethylborate), ice water, S(O)(O)(=O)=O (sulphuric acid), BrC1=CC=C(N(C)C)C=C1 (4-bromo-N,N-dimethyl-aniline), [Mg] (magnesium). Solvent: O1CCCC1 (tetrahydrofuran), O1CCCC1 (tetrahydrofuran). Reaction conditions: time 8 hour. Product: CN(C1=CC=C(C=C1)OB(O)O)C (4-dimethylamino-phenylboric acid). Isolated yield 40.0%. As a reaction SMILES: Br[C:2]1[CH:10]=[CH:9][C:5]([N:6]([CH3:8])[CH3:7])=[CH:4][CH:3]=1.[Mg].C[O:13][B:14]([O:17]C)[O:15]C.S(=O)(=O)(O)O>O1CCCC1>[CH3:7][N:6]([CH3:8])[C:5]1[CH:9]=[CH:10][C:2]([O:13][B:14]([OH:17])[OH:15])=[CH:3][CH:4]=1. Reported procedure: A solution of the corresponding Grignard compound is prepared from 16.8 g 4-bromo-N,N-dimethyl-aniline and 2.04 g of magnesium in 150 ml of tetrahydrofuran. This is now slowly added dropwise while stirring at -60° to a solution of 9.4 ml of trimethylborate in 50 ml of tetrahydrofuran under argon. Subsequently, the mixture is stirred at room temperature overnight. The mixture is poured on to ice-water, adjusted to pH 3-4 with dilute sulphuric acid and extracted with diethyl ether. The extract is ...